This data is from the Open Reaction Database (ORD), a public repository of structured organic reaction records. The task is: describe an organic reaction: reactants, conditions, products, and yield The reactants are C(C)(C)(C)OC(=O)N1C(N(C(C1=O)(C)C1=NC(=CC=C1)Br)C(=O)OC(C)(C)C)=O (4-(6-bromo-pyridin-2-yl)-4-methyl-2,5-dioxo-imidazolidine-1,3-dicarboxylic acid di-tert-butyl ester), [OH-].[Na+] (NaOH). The solvent is CO (MeOH), CCOC(=O)C (EtOAc). Conditions: time 30 minute. Yields the product NC(C(=O)O)(C)C1=NC(=CC=C1)Br (2-Amino-2-(6-bromo-pyridin-2-yl)-propionic acid). Reaction SMILES: C(OC(N1[C:12](=[O:13])[C:11]([C:15]2[CH:20]=[CH:19][CH:18]=[C:17]([Br:21])[N:16]=2)([CH3:14])[N:10](C(OC(C)(C)C)=O)C1=O)=O)(C)(C)C.[OH-:30].[Na+]>CCOC(C)=O.CO>[NH2:10][C:11]([C:15]1[CH:20]=[CH:19][CH:18]=[C:17]([Br:21])[N:16]=1)([CH3:14])[C:12]([OH:13])=[O:30] |f:1.2|. Procedure details: A solution of 4-(6-bromo-pyridin-2-yl)-4-methyl-2,5-dioxo-imidazolidine-1,3-dicarboxylic acid di-tert-butyl ester (31.53 g, 67.0 mmol) in 2.5M aq. NaOH soln. (215 ml) was refluxed for 40 h. The reaction mixture was diluted with EtOAc (100 ml) and filtered. The filtrates were separated and the org. layer was washed with H2O. The combined aq. layers were evaporated to dryness to leave a solid that was suspended in MeOH (350 ml) and stirred for 30 min. The suspension was filtered and the white prec... Reactants: CC(=O)OC(C)=O, O=Cc1ccncc1, Cc1cc(=O)c(C(=O)O)cn1-c1ccc(F)cc1, O. Yields the product O=C(O)c1cn(-c2ccc(F)cc2)c(C=Cc2ccncc2)cc1=O. As a reaction SMILES: [CH3:27][C:28]([O:29][C:30](=[O:31])[CH3:32])=[O:33].[CH:19]([c:20]1[cH:21][cH:22][n:23][cH:24][cH:25]1)=[O:26].[F:1][c:2]1[cH:3][cH:4][c:5](-[n:8]2[cH:9][c:10]([C:11](=[O:12])[OH:13])[c:14](=[O:18])[cH:15][c:16]2[CH3:17])[cH:6][cH:7]1.[OH2:34]>>[F:1][c:2]1[cH:3][cH:4][c:5](-[n:8]2[cH:9][c:10]([C:11](=[O:12])[OH:13])[c:14](=[O:18])[cH:15][c:16]2[CH:17]=[CH:19][c:20]2[cH:21][cH:22][n:23][cH:24][cH:25]2)[cH:6][cH:7]1. The reactants are Cc1ccc(Br)c(C)c1[N+](=O)[O-], CC(=O)O, CCOCC, [Fe]. Product: Cc1ccc(Br)c(C)c1N. As a reaction SMILES: [Br:1][c:2]1[c:3]([CH3:12])[c:4]([N+:9]([O-:10])=[O:11])[c:5]([CH3:8])[cH:6][cH:7]1.[CH3:13][C:14](=[O:15])[OH:16].[CH3:17][CH2:18][O:19][CH2:20][CH3:21].[Fe:22]>>[Br:1][c:2]1[c:3]([CH3:12])[c:4]([NH2:9])[c:5]([CH3:8])[cH:6][cH:7]1.